This data is from the Open Reaction Database (ORD), a public repository of structured organic reaction records. The task is: describe an organic reaction: reactants, conditions, products, and yield Starting materials: FC1=C(C=CC=C1)N1N=C(CC1=O)C1=C(C=CC=C1)F (2,5-Bis(2-fluorophenyl)-2,4-dihydro-3H-pyrazol-3-one), COC(N(C)C)OC (N,N-dimethylformamide dimethylacetal). Run in CO (methanol). Reaction conditions: time 1 hour. Product: CN(C)\C=C\1/C(N(N=C1C1=C(C=CC=C1)F)C1=C(C=CC=C1)F)=O ((4Z)-4-[(dimethylamino)methylidene]-2,5-bis(2-fluorophenyl)-2,4-dihydro-3H-pyrazol-3-one). RXN SMILES: [F:1][C:2]1[CH:7]=[CH:6][CH:5]=[CH:4][C:3]=1[N:8]1[C:12](=[O:13])[CH2:11][C:10]([C:14]2[CH:19]=[CH:18][CH:17]=[CH:16][C:15]=2[F:20])=[N:9]1.CO[CH:23](OC)[N:24]([CH3:26])[CH3:25]>CO>[CH3:23][N:24](/[CH:26]=[C:11]1\[C:12](=[O:13])[N:8]([C:3]2[CH:4]=[CH:5][CH:6]=[CH:7][C:2]=2[F:1])[N:9]=[C:10]\1[C:14]1[CH:19]=[CH:18][CH:17]=[CH:16][C:15]=1[F:20])[CH3:25]. Procedure details: 2,5-Bis(2-fluorophenyl)-2,4-dihydro-3H-pyrazol-3-one (2.5 g, 8.1 mmol) was dissolved in methanol (3 mL), treated with N,N-dimethylformamide dimethylacetal (1.2 g, 9.7 mmol, 1.2 equiv) and placed into a preheated oil bath at 60° C. for 1 hour. The mixture was cooled to ambient temperature and concentrated in vacuo, providing the titled compound. Reactants: CCOC(=O)OC1=C(C(=O)OCC)C(=O)c2ccccc2C1=O, C1CCOC1. Yields the product CCOC(=O)C1=C(O)C(=O)c2ccccc2C1=O. Reaction SMILES: [CH2:1]([O:2][C:3](=[O:4])[O:6][C:7]1=[C:8]([C:19](=[O:20])[O:21][CH2:22][CH3:23])[C:9](=[O:18])[c:10]2[cH:11][cH:12][cH:13][cH:14][c:15]2[C:16]1=[O:17])[CH3:5].[O:24]1[CH2:25][CH2:26][CH2:27][CH2:28]1>>[OH:6][C:7]1=[C:8]([C:19](=[O:20])[O:21][CH2:22][CH3:23])[C:9](=[O:18])[c:10]2[cH:11][cH:12][cH:13][cH:14][c:15]2[C:16]1=[O:17].